From a dataset of the Open Reaction Database (ORD), a public repository of structured organic reaction records. describe an organic reaction: reactants, conditions, products, and yield Reactants: ClC1=C(C=C(C=C1)S(=O)(=O)N1CCCCC2=C1C=CC=C2)N2C(NC=1C2=NC(=CC1C)C(NO)=N)=O (3-[2-chloro-5-(2,3,4,5-tetrahydro-1H-1-benzoazepin-1-ylsulfonyl)-phenyl]-5-hydroxycarbamimidoyl-7-methyl-1,3-dihydro-2H-imidazo[4,5-b]pyridin-2-one), C(=O)(N1C=NC=C1)N1C=NC=C1 (1,1′-carbonyldiimidazole), Cl (hydrochloric acid), [H-].[Na+] (sodium hydride). Run in CN(C=O)C (N,N-dimethylformamide), O (water). Run at time 1 hour. Yields the product ClC1=C(C=C(C=C1)S(=O)(=O)N1CCCCC2=C1C=CC=C2)N2C(NC=1C2=NC(=CC1C)C1=NOC(N1)=O)=O (3-[2-Chloro-5-(2,3,4,5-tetrahydro-1H-1-benzoazepin-1-ylsulfonyl)phenyl]-7-methyl-5-(4H-[1,2,4]oxadiazol-5-one-3-yl)-1,3-dihydro-2H-imidazo[4,5-b]pyridin-2-one). Yield: 59.1%. Reaction SMILES: [Cl:1][C:2]1[CH:7]=[CH:6][C:5]([S:8]([N:11]2[C:17]3[CH:18]=[CH:19][CH:20]=[CH:21][C:16]=3[CH2:15][CH2:14][CH2:13][CH2:12]2)(=[O:10])=[O:9])=[CH:4][C:3]=1[N:22]1[C:26]2=[N:27][C:28]([C:32](=[NH:35])[NH:33][OH:34])=[CH:29][C:30]([CH3:31])=[C:25]2[NH:24][C:23]1=[O:36].[C:37](N1C=CN=C1)(N1C=CN=C1)=[O:38].[H-].[Na+].Cl>CN(C)C=O.O>[Cl:1][C:2]1[CH:7]=[CH:6][C:5]([S:8]([N:11]2[C:17]3[CH:18]=[CH:19][CH:20]=[CH:21][C:16]=3[CH2:15][CH2:14][CH2:13][CH2:12]2)(=[O:9])=[O:10])=[CH:4][C:3]=1[N:22]1[C:26]2=[N:27][C:28]([C:32]3[NH:35][C:37](=[O:38])[O:34][N:33]=3)=[CH:29][C:30]([CH3:31])=[C:25]2[NH:24][C:23]1=[O:36] |f:2.3|. Reported procedure: To a solution of 3-[2-chloro-5-(2,3,4,5-tetrahydro-1H-1-benzoazepin-1-ylsulfonyl)-phenyl]-5-hydroxycarbamimidoyl-7-methyl-1,3-dihydro-2H-imidazo[4,5-b]pyridin-2-one (0.1 g) in N,N-dimethylformamide (2 mL) was added 1,1′-carbonyldiimidazole (62 mg) at room temperature. To the mixture was added sodium hydride (55%, 38 mg) under ice-cooling, and the mixture was stirred at room temperature for 1 hour. To the reaction mixture was added water under ice-cooling, and the mixture was stirred for 30 minut... Reactants: ClC1=NC(=C2N=C(N(C2=N1)C)C1(COC1)F)N1[C@H](COCC1)C ((S)-4-(2-chloro-8-(3-fluorooxetan-3-yl)-9-methyl-9H-pur-in-6-yl)-3-methylmorpholine), ClC1=NC(=C2N=C(N(C2=N1)CC)C1(CCOCC1)O)N1[C@H](COCC1)C ((S)-4-(2-chloro-9-ethyl-6-(3-methylmorpholino)-9H-purin-8-yl)tetrahydro-2H-pyran-4-ol). Product: ClC1=NC(=C2N=C(N(C2=N1)CC)C1(CCOCC1)F)N1[C@H](COCC1)C ((S)-4-(2-chloro-9-ethyl-8-(4-fluorotetrahydro-2H-pyran-4-yl)-9H-purin-6-yl)-3-methylmorpholine). As a reaction SMILES: ClC1N=C2C(N=C(C3([F:16])COC3)N2C)=C(N2CCOC[C@@H]2C)N=1.[Cl:24][C:25]1[N:33]=[C:32]2[C:28]([N:29]=[C:30]([C:36]3(O)[CH2:41][CH2:40][O:39][CH2:38][CH2:37]3)[N:31]2[CH2:34][CH3:35])=[C:27]([N:43]2[CH2:48][CH2:47][O:46][CH2:45][C@@H:44]2[CH3:49])[N:26]=1>>[Cl:24][C:25]1[N:33]=[C:32]2[C:28]([N:29]=[C:30]([C:36]3([F:16])[CH2:41][CH2:40][O:39][CH2:38][CH2:37]3)[N:31]2[CH2:34][CH3:35])=[C:27]([N:43]2[CH2:48][CH2:47][O:46][CH2:45][C@@H:44]2[CH3:49])[N:26]=1. Reported procedure: This compound (h-1) was prepared in an analogous fashion to (S)-4-(2-chloro-8-(3-fluorooxetan-3-yl)-9-methyl-9H-pur-in-6-yl)-3-methylmorpholine, using (S)-4-(2-chloro-9-ethyl-6-(3-methylmorpholino)-9H-purin-8-yl)tetrahydro-2H-pyran-4-ol as the starting material. 1H NMR (CDCl3, 500 MHz) δ ppm 5.90 to 4.60 (broad s, 2H), 4.37 (q, J=7.1 Hz, 2H), 4.02 (dd, J=11.4 Hz, 3.4 Hz, 1H), 3.98 to 3.86 (m, 4H), 3.78 (dt, J=11.7 Hz, 7.1 Hz, 2H), 3.62 (td, J=11.9 Hz, 2.8 Hz, 1H), 3.48 (d, J=7.0 Hz, 1H), 2.55 to... Reactants: O=C1CCC(=O)N1Br, [Na+], [Na+], C1CCOC1, O=S([O-])[O-], c1ccc(C2=NCCNc3ccccc32)cc1. The product is Brc1ccc2c(c1)C(c1ccccc1)=NCCN2. RXN SMILES: [Br:18][N:19]1[C:20](=[O:21])[CH2:22][CH2:23][C:24]1=[O:25].[Na+:30].[Na+:31].[O:32]1[CH2:33][CH2:34][CH2:35][CH2:36]1.[S:26]([O-:27])([O-:28])=[O:29].[c:1]1([C:7]2=[N:8][CH2:9][CH2:10][NH:11][c:12]3[c:13]2[cH:14][cH:15][cH:16][cH:17]3)[cH:2][cH:3][cH:4][cH:5][cH:6]1>>[c:1]1([C:7]2=[N:8][CH2:9][CH2:10][NH:11][c:12]3[c:13]2[cH:14][c:15]([Br:18])[cH:16][cH:17]3)[cH:2][cH:3][cH:4][cH:5][cH:6]1. RXN SMILES: [P:1]([O-:6])([O:4]C)[O:2]C.O.[CH2:8]([O:10][CH2:11][CH2:12][CH2:13][NH2:14])[CH3:9]>CO>[CH3:8][P:1](=[O:6])([O-:4])[O-:2].[CH2:8]([O:10][CH2:11][CH2:12][CH2:13][NH3+:14])[CH3:9].[CH2:8]([O:10][CH2:11][CH2:12][CH2:13][NH3+:14])[CH3:9] |f:4.5.6|. Reactants: P(OC)(OC)[O-] (dimethyl phosphite), O (water), C(C)OCCCN (3-ethoxypropyl amine). Procedure details: A mixture of 11 g. (0.1 moles) of dimethyl phosphite, 20 ml. of water and 20 ml. of methanol is reacted with a mixture of 10.31 g. (0.1 moles) of 3-ethoxypropyl amine and 30 ml. of methanol as described in Example 1. 19.7 g. of 3-ethoxypropyl-ammoniummethyl phosphonate are obtained. Yield: 98.9%. nD30 1.4425. The yield is 98.9%. The product is CP([O-])([O-])=O.C(C)OCCC[NH3+].C(C)OCCC[NH3+] (3-ethoxypropyl-ammoniummethyl phosphonate). The solvent is CO (methanol), CO (methanol). Reactants: C(CCC)C1=NOC(=C1COC=1N=NC(=CC1)Cl)C (3-(3-butyl-5-methyl-isoxazol-4-ylmethoxy)-6-chloro-pyridazine), C(CCC)C1=NOC(=C1COC=1N=NC(=CC1)I)C (3-(3-butyl-5-methyl-isoxazol-4-ylmethoxy)-6-iodo-pyridazine), C([O-])([O-])=O.[Na+].[Na+] (sodium carbonate). Reagents/catalysts: C1(=CC=CC=C1)P([C-]1C=CC=C1)C1=CC=CC=C1.[C-]1(C=CC=C1)P(C1=CC=CC=C1)C1=CC=CC=C1.[Fe+2] (1,1′-Bis(diphenylphosphino)ferrocene), C(C)(=O)[O-].[Pd+2].C(C)(=O)[O-] (palladium(II) acetate). Run in CO (methanol). Conditions: temperature 50 celsius. Yields the product COC(=O)C=1N=NC(=CC1)OCC=1C(=NOC1C)CCCC (6-(3-Butyl-5-methyl-isoxazol-4-ylmethoxy)-pyridazine-3-carboxylic acid methyl ester). Yield: 36.0%. Reaction SMILES: [CH2:1]([C:5]1[C:9]([CH2:10][O:11][C:12]2[N:13]=[N:14][C:15](Cl)=[CH:16][CH:17]=2)=[C:8]([CH3:19])[O:7][N:6]=1)[CH2:2][CH2:3][CH3:4].C(C1C([CH2:29][O:30][C:31]2N=NC(I)=CC=2)=C(C)ON=1)CCC.C(=O)([O-])[O-:40].[Na+].[Na+]>CO.C1(P(C2C=CC=CC=2)[C-]2C=CC=C2)C=CC=CC=1.[C-]1(P(C2C=CC=CC=2)C2C=CC=CC=2)C=CC=C1.[Fe+2].C([O-])(=O)C.[Pd+2].C([O-])(=O)C>[CH3:31][O:30][C:29]([C:15]1[N:14]=[N:13][C:12]([O:11][CH2:10][C:9]2[C:5]([CH2:1][CH2:2][CH2:3][CH3:4])=[N:6][O:7][C:8]=2[CH3:19])=[CH:17][CH:16]=1)=[O:40] |f:2.3.4,6.7.8,9.10.11|. Procedure: A suspension of 3-(3-butyl-5-methyl-isoxazol-4-ylmethoxy)-6-chloro-pyridazine and 3-(3-butyl-5-methyl-isoxazol-4-ylmethoxy)-6-iodo-pyridazine (˜1:3 mixture, 2.6 g, ˜7.0 mmol) and sodium carbonate (738 mg, 7.0 mmol) in methanol (20 mL) was evacuated and filled with argon five times. 1,1′-Bis(diphenylphosphino)ferrocene (386 mg, 0.7 mmol) and palladium(II) acetate (156 mg, 0.7 mmol) were added then the flask was evacuated again and filled with carbon monoxide. The reaction mixture was then heated ... Reactants: CC1(OB(OC1(C)C)C=1C=NN(C1)CCN1CCOCC1)C (4-{2-[4-(4,4,5,5-tetramethyl-1,3,2-dioxaborolan-2-yl)pyrazol-1-yl]ethyl}morpholine), O.O.O.P(=O)([O-])([O-])[O-].[K+].[K+].[K+] (tripotassium phosphate trihydrate), BrC=1C=NC(=NC1)C=1C=C(C=CC1)CO ([3-(5-bromopyrimidin-2-yl)-phenyl]methanol). Reagents/catalysts: Cl[Pd]([P](C1=CC=CC=C1)(C2=CC=CC=C2)C3=CC=CC=C3)([P](C4=CC=CC=C4)(C5=CC=CC=C5)C6=CC=CC=C6)Cl (bis(triphenylphosphine)palladium(II) chloride). The solvent is COCCOC (ethylene glycol dimethyl ether). Reaction conditions: temperature 80 celsius, time 16 hour. Product: N1(CCOCC1)CCN1N=CC(=C1)C=1C=NC(=NC1)C=1C=C(C=CC1)CO ((3-{5-[1-(2-morpholin-4-ylethyl)-1H-pyrazol-4-yl]pyrimidin-2-yl}-phenyl)methanol). Reaction SMILES: Br[C:2]1[CH:3]=[N:4][C:5]([C:8]2[CH:9]=[C:10]([CH2:14][OH:15])[CH:11]=[CH:12][CH:13]=2)=[N:6][CH:7]=1.CC1(C)C(C)(C)OB([C:24]2[CH:25]=[N:26][N:27]([CH2:29][CH2:30][N:31]3[CH2:36][CH2:35][O:34][CH2:33][CH2:32]3)[CH:28]=2)O1.O.O.O.P([O-])([O-])([O-])=O.[K+].[K+].[K+]>COCCOC.Cl[Pd](Cl)([P](C1C=CC=CC=1)(C1C=CC=CC=1)C1C=CC=CC=1)[P](C1C=CC=CC=1)(C1C=CC=CC=1)C1C=CC=CC=1>[N:31]1([CH2:30][CH2:29][N:27]2[CH:28]=[C:24]([C:2]3[CH:3]=[N:4][C:5]([C:8]4[CH:9]=[C:10]([CH2:14][OH:15])[CH:11]=[CH:12][CH:13]=4)=[N:6][CH:7]=3)[CH:25]=[N:26]2)[CH2:32][CH2:33][O:34][CH2:35][CH2:36]1 |f:2.3.4.5.6.7.8,^1:57,76|. Procedure details: Under an argon atmosphere, 2.82 g (10 mmol) of [3-(5-bromopyrimidin-2-yl)-phenyl]methanol are dissolved in 100 ml of ethylene glycol dimethyl ether, 3.38 g (10 mmol) of 4-{2-[4-(4,4,5,5-tetramethyl-1,3,2-dioxaborolan-2-yl)pyrazol-1-yl]ethyl}morpholine and 4.25 g (20 mmol) of tripotassium phosphate trihydrate are added. The reaction mixture is evacuated twice and flushed with argon. 840 mg (1.2 mmol) of bis(triphenylphosphine)palladium(II) chloride are added, the mixture is again evacuated and fl...